This data is from the Open Reaction Database (ORD), a public repository of structured organic reaction records. The task is: describe an organic reaction: reactants, conditions, products, and yield The reactants are C(C)(C)(C)OC(CCCC[C@@H](C(=O)OCC)N[C@H]1COC2=C(N(C1=O)CC(=O)OC(C)(C)C)C=CC=C2)N=C=O (tert-butyl 3(S)-[6-tert-butoxy-carbonylamino-1(S)-ethoxycarbonylhexyl]amino-4-oxo-2,3,4,5-tetrahydro-1,5-benzoxazepine-5-acetate), C(C)(=O)OCC.Cl (hydrogen chloride-ethyl acetate). Run in Petroleum ether. Reaction conditions: time 3.5 hour. Product: Cl.Cl.NCCCCC[C@@H](C(=O)OCC)N[C@H]1COC2=C(N(C1=O)CC(=O)O)C=CC=C2 (3(S)-[6-amino-1(S)-ethoxycarbonylhexyl]amino-4-oxo-2,3,4,5-tetrahydro-1,5-benzoxazepine-5-acetic acid dihydrochloride). Reaction SMILES: C(O[CH:6]([N:38]=C=O)[CH2:7][CH2:8][CH2:9][CH2:10][C@H:11]([NH:17][C@@H:18]1[C:24](=[O:25])[N:23]([CH2:26][C:27]([O:29]C(C)(C)C)=[O:28])[C:22]2[CH:34]=[CH:35][CH:36]=[CH:37][C:21]=2[O:20][CH2:19]1)[C:12]([O:14][CH2:15][CH3:16])=[O:13])(C)(C)C.C(OCC)(=O)C.[ClH:47]>>[ClH:47].[ClH:47].[NH2:38][CH2:6][CH2:7][CH2:8][CH2:9][CH2:10][C@H:11]([NH:17][C@@H:18]1[C:24](=[O:25])[N:23]([CH2:26][C:27]([OH:29])=[O:28])[C:22]2[CH:34]=[CH:35][CH:36]=[CH:37][C:21]=2[O:20][CH2:19]1)[C:12]([O:14][CH2:15][CH3:16])=[O:13] |f:1.2,3.4.5|. Procedure: A solution of tert-butyl 3(S)-[6-tert-butoxy-carbonylamino-1(S)-ethoxycarbonylhexyl]amino-4-oxo-2,3,4,5-tetrahydro-1,5-benzoxazepine-5-acetate (0.5 g) in 5N hydrogen chloride-ethyl acetate solution (10 ml) is allowed to stand for 3.5 hours at room temperature. Petroleum ether (80 ml) is added to the solution, and the resulting precipitate is collected and dried in vacuo to give 3(S)-[6-amino-1(S)-ethoxycarbonylhexyl]amino-4-oxo-2,3,4,5-tetrahydro-1,5-benzoxazepine-5-acetic acid dihydrochloride (... The reactants are ClC1=NS(C2=C(N1CC)C=CC=C2)(=O)=O (3-chloro-4-ethyl-1,2,4-benzothiadiazine-1,1-dioxide), C(C)NC1=CC=CC=C1 (N-ethylaniline), N1(CCCCC1)CC=1C=C(OCCCN(C2=NS(C3=C(N2C)C=CC=C3)(=O)=O)CC3=CC=C(C=C3)OC)C=CC1 (3-[N-[3-[3-(piperidinomethyl)phenoxy]propyl]-4'-methoxybenzylamino]-4-methyl-1,2,4-benzothiadiazine-1,1-dioxide), ( iii ). Run in C(Cl)(Cl)Cl (chloroform). Conditions: time 8 hour. Yields the product N1(CCCCC1)CC=1C=C(OCCCN(C2=NS(C3=C(N2CC)C=CC=C3)(=O)=O)CC3=CC=C(C=C3)OC)C=CC1 (3-[N-[3-[3-(piperidinomethyl)phenoxy]-propyl]-4'-methoxybenzylamino]-4-ethyl-1,2,4-benzothiadiazine-1,1-dioxide). Yield: 88.0%. As a reaction SMILES: Cl[C:2]1[N:7]([CH2:8][CH3:9])[C:6]2[CH:10]=[CH:11][CH:12]=[CH:13][C:5]=2[S:4](=[O:15])(=[O:14])[N:3]=1.C(NC1C=CC=CC=1)C.[N:25]1([CH2:31][C:32]2[CH:33]=[C:34]([CH:62]=[CH:63][CH:64]=2)[O:35][CH2:36][CH2:37][CH2:38][N:39]([CH2:53][C:54]2[CH:59]=[CH:58][C:57]([O:60][CH3:61])=[CH:56][CH:55]=2)C2N(C)C3C=CC=CC=3S(=O)(=O)N=2)[CH2:30][CH2:29][CH2:28][CH2:27][CH2:26]1>C(Cl)(Cl)Cl>[N:25]1([CH2:31][C:32]2[CH:33]=[C:34]([CH:62]=[CH:63][CH:64]=2)[O:35][CH2:36][CH2:37][CH2:38][N:39]([CH2:53][C:54]2[CH:59]=[CH:58][C:57]([O:60][CH3:61])=[CH:56][CH:55]=2)[C:2]2[N:7]([CH2:8][CH3:9])[C:6]3[CH:10]=[CH:11][CH:12]=[CH:13][C:5]=3[S:4](=[O:15])(=[O:14])[N:3]=2)[CH2:30][CH2:29][CH2:28][CH2:27][CH2:26]1. Procedure details: A 0.8 g quantity of 3-chloro-4-ethyl-1,2,4-benzothiadiazine-1,1-dioxide in the form of white crystals prepared in the same manner as in Reference Example 4 with the exception of using N-ethylaniline in place of N-methylaniline was added to a solution of 1.2 g of the N-[3-[3-(piperidinomethyl)phenoxy]propyl]-4'-methoxybenzylamine obtained in Example 1, (iii) in 12 ml of chloroform, and the mixture was stirred at room temperature for 8 hours. The reaction mixture was purified in the same manner as... Product: ClC1=C(C=CC(=C1F)C)C1=C(C(=C(C=C1)OC[C@@H]1CC[C@H](CC1)[C@@H]1CC[C@H](CC1)CCCC)F)F (2′-chloro-2,3,3′-trifluoro-4′-methyl-4-((trans-4-(trans-4-butylcyclohexyl)cyclohexyl)methoxy)biphenyl). The reactants are ClC1=C(C=CC(=C1F)C)C1=C(C(=C(C=C1)O)F)F (2′-chloro-2,3,3′-trifluoro-4-hydroxy-4′-methylbiphenyl), C(CCC)[C@@H]1CC[C@H](CC1)[C@@H]1CC[C@H](CC1)CI (trans-4-(trans-4-butylcyclohexyl)-1-iodomethylcyclohexane), Cl (hydrochloric acid), [H-].[Na+] (sodium hydride). Solvent: CN(C)C=O (DMF), CN(C)C=O (DMF), CN(C)C=O (DMF). Reported procedure: In a mixture of 0.7 g (60% oiliness, corresponding to 17.6 mmol) of sodium hydride and 5 ml of DMF was added by drops a solution of 4.0 g (14.7 mmol) of the 2′-chloro-2,3,3′-trifluoro-4-hydroxy-4′-methylbiphenyl in 20 ml of DMF at room temperature and stirred at the same temperature for 1 hour. Subsequently, a solution of 8.0 g (22.0 mmol) of trans-4-(trans-4-butylcyclohexyl)-1-iodomethylcyclohexane in 20 ml of DMF was added by drops to the reaction solution at room temperature, stirred at the s... Reaction conditions: time 1 hour. Reaction SMILES: [H-].[Na+].[Cl:3][C:4]1[C:9]([F:10])=[C:8]([CH3:11])[CH:7]=[CH:6][C:5]=1[C:12]1[CH:17]=[CH:16][C:15]([OH:18])=[C:14]([F:19])[C:13]=1[F:20].[CH2:21]([C@H:25]1[CH2:30][CH2:29][C@H:28]([C@H:31]2[CH2:36][CH2:35][C@H:34]([CH2:37]I)[CH2:33][CH2:32]2)[CH2:27][CH2:26]1)[CH2:22][CH2:23][CH3:24].Cl>CN(C=O)C>[Cl:3][C:4]1[C:9]([F:10])=[C:8]([CH3:11])[CH:7]=[CH:6][C:5]=1[C:12]1[CH:17]=[CH:16][C:15]([O:18][CH2:37][C@H:34]2[CH2:35][CH2:36][C@H:31]([C@H:28]3[CH2:29][CH2:30][C@H:25]([CH2:21][CH2:22][CH2:23][CH3:24])[CH2:26][CH2:27]3)[CH2:32][CH2:33]2)=[C:14]([F:19])[C:13]=1[F:20] |f:0.1|. Yield: 61.7%. Starting materials: BrN1C(CCC1=O)=O (N-bromosuccinimide), FC=1C=CC(=C(C=O)C1)O (5-fluoro-2-hydroxybenzaldehyde). Run in CN(C)C=O (DMF), C(C)(=O)OCC (ethyl acetate). Conditions: time 5 hour. Yields the product BrC=1C(=C(C=O)C=C(C1)F)O (3-bromo-5-fluoro-2-hydroxybenzaldehyde). The yield is 77.2%. RXN SMILES: [Br:1]N1C(=O)CCC1=O.[F:9][C:10]1[CH:11]=[CH:12][C:13]([OH:18])=[C:14]([CH:17]=1)[CH:15]=[O:16]>CN(C=O)C.C(OCC)(=O)C>[Br:1][C:12]1[C:13]([OH:18])=[C:14]([CH:17]=[C:10]([F:9])[CH:11]=1)[CH:15]=[O:16]. Reported procedure: N-bromosuccinimide (1.51 g, 8.52 mmol) was added to a magnetically stirred solution of 5-fluoro-2-hydroxybenzaldehyde (1 g, 7.1 mmol) in DMF (10 mL) and the mixture was stirred at room temperature for 5 hour. The mixture was diluted with ethyl acetate and the organic layer was washed with 5% citric acid, brine, dried over anhydrous sodium sulfate and concentrated by evaporation. Product was purified from the residue by chromatography over silica gel employing 50% ethyl acetate/hexanes to give 3-... Reactants: FC=1C=CC=C2C=CNC12 (7-fluoroindole), CN(C)C=O (DMF), P(=O)(Cl)(Cl)Cl (Phosphoryl chloride), CN(C)C=O (DMF), 1h, [OH-].[Na+] (sodium hydroxide). Solvent: O (water). Reaction conditions: time 1 hour. Product: FC=1C=CC=C2C(=CNC12)C=O (7-Fluoroindole-3-carboxaldehyde). RXN SMILES: P(Cl)(Cl)(Cl)=O.[F:6][C:7]1[CH:8]=[CH:9][CH:10]=[C:11]2[C:15]=1[NH:14][CH:13]=[CH:12]2.[OH-].[Na+].CN([CH:21]=[O:22])C>O>[F:6][C:7]1[CH:8]=[CH:9][CH:10]=[C:11]2[C:15]=1[NH:14][CH:13]=[C:12]2[CH:21]=[O:22] |f:2.3|. Procedure details: Phosphoryl chloride (2.0 ml) was added to DMF (3 ml) under nitrogen at 0° and to this mixture was added 7-fluoroindole (2.1 g) in dry DMF (4 ml). The mixture was stirred for 1h, 5N sodium hydroxide solution (50 ml) was added, and stirring was continued at 50° for 1h. The mixture was then diluted with water (200 ml) and extracted with ethyl acetate (2×200 ml). The combined, dried organic extracts were evaporated in vacuo to give the title compound (2.07 g), m.p. 203°-205°. Starting materials: CCOC(C)=O, ClCCl, O=C1N(CCCO)c2ccccc2C12COc1cc3c(cc12)CCO3. The product is O=CCCN1C(=O)C2(COc3cc4c(cc32)CCO4)c2ccccc21. As a reaction SMILES: [CH3:29][CH2:30][O:31][C:32](=[O:33])[CH3:34].[Cl:26][CH2:27][Cl:28].[OH:1][CH2:2][CH2:3][CH2:4][N:5]1[C:6](=[O:25])[C:7]2([c:8]3[c:9]([cH:12][c:13]4[c:17]([cH:18]3)[CH2:16][CH2:15][O:14]4)[O:10][CH2:11]2)[c:19]2[cH:20][cH:21][cH:22][cH:23][c:24]21>>[O:1]=[CH:2][CH2:3][CH2:4][N:5]1[C:6](=[O:25])[C:7]2([c:8]3[c:9]([cH:12][c:13]4[c:17]([cH:18]3)[CH2:16][CH2:15][O:14]4)[O:10][CH2:11]2)[c:19]2[cH:20][cH:21][cH:22][cH:23][c:24]21. Reactants: Cc1c(C=O)[nH]c2c1C(=O)N(CCN1CCCC1)CCC2, O=C1Cc2cc(Cl)ccc2N1. As a reaction SMILES: [CH3:1][c:2]1[c:3]([CH:20]=[O:21])[nH:4][c:5]2[c:6]1[C:7](=[O:19])[N:8]([CH2:12][CH2:13][N:14]1[CH2:15][CH2:16][CH2:17][CH2:18]1)[CH2:9][CH2:10][CH2:11]2.[Cl:22][c:23]1[cH:24][c:25]2[c:29]([cH:30][cH:31]1)[NH:28][C:27](=[O:32])[CH2:26]2>>[CH3:1][c:2]1[c:3]([CH:20]=[C:26]2[c:25]3[cH:24][c:23]([Cl:22])[cH:31][cH:30][c:29]3[NH:28][C:27]2=[O:32])[nH:4][c:5]2[c:6]1[C:7](=[O:19])[N:8]([CH2:12][CH2:13][N:14]1[CH2:15][CH2:16][CH2:17][CH2:18]1)[CH2:9][CH2:10][CH2:11]2. Yields the product Cc1c(C=C2C(=O)Nc3ccc(Cl)cc32)[nH]c2c1C(=O)N(CCN1CCCC1)CCC2.